This data is from the Open Reaction Database (ORD), a public repository of structured organic reaction records. The task is: describe an organic reaction: reactants, conditions, products, and yield Reactants: FC(C=1C=C(C=C(C1)C(F)(F)F)Br)(F)F (3,5-bis(trifluoromethy)bromobenzene), O1CCCC1 (tetrahydrofuran), O.N (ammonia water), stainless steel, [C]=O (carbon monoxide), [C]=O (carbon monoxide). Reagents/catalysts: C(C)(=O)[O-].[Pd+2].C(C)(=O)[O-] (palladium acetate), C1(=CC=CC=C1)P(C1=CC=CC=C1)C1=CC=CC=C1 (triphenylphosphine). Run in O (water). Conditions: temperature 82.5 celsius. The product is FC(C=1C=C(C(=O)N)C=C(C1)C(F)(F)F)(F)F (3,5-bis(trifluoromethyl)benzamide). RXN SMILES: [F:1][C:2]([F:15])([F:14])[C:3]1[CH:4]=[C:5](Br)[CH:6]=[C:7]([C:9]([F:12])([F:11])[F:10])[CH:8]=1.[O:16]1[CH2:20]CCC1.O.[NH3:22].[C]=O>C([O-])(=O)C.[Pd+2].C([O-])(=O)C.C1(P(C2C=CC=CC=2)C2C=CC=CC=2)C=CC=CC=1.O>[F:1][C:2]([F:15])([F:14])[C:3]1[CH:4]=[C:5]([CH:6]=[C:7]([C:9]([F:12])([F:11])[F:10])[CH:8]=1)[C:20]([NH2:22])=[O:16] |f:2.3,5.6.7,^3:22|. Procedure details: A 1000-ml autoclave made of stainless steel was charged with 400 g of 3,5-bis(trifluoromethy)bromobenzene, 227 ml of tetrahydrofuran, 1.53 g of palladium acetate, 5.37 g of triphenylphosphine, and 371 g of 25% ammonia water. Stirring for the content of the autoclave was started, upon which nitrogen gas displacement for the autoclave was made. Thereafter, the initial pressure of carbon monoxide gas was set at 3 kg/cm2, and then heating for the autoclave was started. After lapse of 1 hour, the ins... Starting materials: CC1=NN(C(=C1C1=CC=CC=C1)C)C1=CC=C(C=C1)CCNC(OC1=CC=CC=C1)=O (Phenyl 2-[4-(3,5-dimethyl-4-phenyl-1H-pyrazol-1-yl)phenyl]ethylcarbamate), N1=CC(=CC=C1)S(=O)(=O)N (pyridine-3-sulfonamide). Procedure details: The title compound was prepared according to the procedure described in step 2 of Example 22 from phenyl 2-[4-(3,5-dimethyl-4-phenyl-1H-pyrazol-1-yl)phenyl]ethylcarbamate (step 1 of Example 22) and pyridine-3-sulfonamide: 1H-NMR [CDCl3/CD3OD(10:1)] δ 9.10 (1H, d, J=2.2 Hz), 8.71-8.70 (1H, m), 8.24 (1H, d, J=8.3 Hz), 7.45-7.16 (1H, m), 6.26 (1H, br.s), 3.42-3.33 (2H, m), 2.80-2.73 (2H, m), 2.29 (3H, s), 2.20 (3H, s). Yields the product CC1=NN(C(=C1C1=CC=CC=C1)C)C1=CC=C(C=C1)CCNC(=O)NS(=O)(=O)C=1C=NC=CC1 (N-[({2-[4-(3,5-dimethyl-4-phenyl-1H-pyrazol-1-yl)phenyl]ethyl}amino)carbonyl]pyridine-3-sulfonamide). Reaction SMILES: [CH3:1][C:2]1[C:6]([C:7]2[CH:12]=[CH:11][CH:10]=[CH:9][CH:8]=2)=[C:5]([CH3:13])[N:4]([C:14]2[CH:19]=[CH:18][C:17]([CH2:20][CH2:21][NH:22][C:23](=[O:31])OC3C=CC=CC=3)=[CH:16][CH:15]=2)[N:3]=1.[N:32]1[CH:37]=[CH:36][CH:35]=[C:34]([S:38]([NH2:41])(=[O:40])=[O:39])[CH:33]=1>>[CH3:1][C:2]1[C:6]([C:7]2[CH:12]=[CH:11][CH:10]=[CH:9][CH:8]=2)=[C:5]([CH3:13])[N:4]([C:14]2[CH:15]=[CH:16][C:17]([CH2:20][CH2:21][NH:22][C:23]([NH:41][S:38]([C:34]3[CH:33]=[N:32][CH:37]=[CH:36][CH:35]=3)(=[O:40])=[O:39])=[O:31])=[CH:18][CH:19]=2)[N:3]=1. The reactants are ClC=1C=C(C=C2C(=C(C(=NC12)C)C)O)C (8-chloro-2,3,6-trimethylquinolin-4-ol), O=P(Cl)(Cl)Cl (POCl3). The product is ClC1=C(C(=NC2=C(C=C(C=C12)C)Cl)C)C (4,8-dichloro-2,3,6-trimethylquinoline). As a reaction SMILES: [Cl:1][C:2]1[CH:3]=[C:4]([CH3:15])[CH:5]=[C:6]2[C:11]=1[N:10]=[C:9]([CH3:12])[C:8]([CH3:13])=[C:7]2O.O=P(Cl)(Cl)[Cl:18]>>[Cl:18][C:7]1[C:6]2[C:11](=[C:2]([Cl:1])[CH:3]=[C:4]([CH3:15])[CH:5]=2)[N:10]=[C:9]([CH3:12])[C:8]=1[CH3:13]. Procedure: Prepared according to procedure S using 8-chloro-2,3,6-trimethylquinolin-4-ol (1.56 g, 7.0 mmol) and POCl3 (8.0 mL, 85.8 mmol) to afford 4,8-dichloro-2,3,6-trimethylquinoline. Starting materials: ClC1=CC2=C(C(=CC3=C(C=C2)C=CC=C3)O)C=C1 (2-chloro-5-hydroxy-dibenzo[a,e]cyclooctene), [Cr](=O)(=O)([O-])O[Cr](=O)(=O)[O-].[NH+]1=CC=CC=C1.[NH+]1=CC=CC=C1 (pyridinium dichromate), C(C)OCC (diethyl ether). The solvent is ClCCl (dichloromethane). Conditions: time 14 hour. Product: ClC1=CC2=C(C(CC3=C(C=C2)C=CC=C3)=O)C=C1 (2-Chloro-5-oxo-dibenzo[a,e]cyclooctene). The yield is 93.3%. As a reaction SMILES: [Cl:1][C:2]1[CH:18]=[CH:17][C:5]2[C:6]([OH:16])=[CH:7][C:8]3[CH:15]=[CH:14][CH:13]=[CH:12][C:9]=3[CH:10]=[CH:11][C:4]=2[CH:3]=1.[Cr](O[Cr]([O-])(=O)=O)([O-])(=O)=O.[NH+]1C=CC=CC=1.[NH+]1C=CC=CC=1.C(OCC)C>ClCCl>[Cl:1][C:2]1[CH:18]=[CH:17][C:5]2[C:6](=[O:16])[CH2:7][C:8]3[CH:15]=[CH:14][CH:13]=[CH:12][C:9]=3[CH:10]=[CH:11][C:4]=2[CH:3]=1 |f:1.2.3|. Procedure: To a solution of 2-chloro-5-hydroxy-dibenzo[a,e]cyclooctene (1.5 g) in dry dichloromethane (60 ml) was added pyridinium dichromate (5 g) and crushed 4 A molecular sieves (2.5 g). After stirring at room temperature for 14 h, diethyl ether (150 ml) was added and the reaction mixture was filtered through a plug of celite. The solvent was removed in vacuo and the residue purified by chromatography on flash silica with 5% ethyl acetate in hexane as eluent to give. as a colourless oil, the title compo... Starting materials: ClC1=CC=C(C=C1)C(O)C1=CC=C(C=C1)Cl (Bis(4-chlorophenyl)methanol), Cl.N12CC(C(CC1)CC2)C(=O)O (Quinuclidine-3-carboxylic acid hydrochloride), C(CCl)Cl (EDC), C=1C=CC2=C(C1)N=NN2O (HOBT), TEA. The solvent is C1CCOC1 (THF). Reaction conditions: time 8 hour. Yields the product N12CC(C(CC1)CC2)C(=O)OC(C2=CC=C(C=C2)Cl)C2=CC=C(C=C2)Cl (bis(4-chlorophenyl)methyl quinuclidine-3-carboxylate). The yield is 27.9%. RXN SMILES: Cl.[N:2]12[CH2:9][CH2:8][CH:5]([CH2:6][CH2:7]1)[CH:4]([C:10]([OH:12])=[O:11])[CH2:3]2.C(Cl)CCl.C1C=CC2N(O)N=NC=2C=1.[Cl:27][C:28]1[CH:33]=[CH:32][C:31]([CH:34]([C:36]2[CH:41]=[CH:40][C:39]([Cl:42])=[CH:38][CH:37]=2)O)=[CH:30][CH:29]=1>C1COCC1>[N:2]12[CH2:9][CH2:8][CH:5]([CH2:6][CH2:7]1)[CH:4]([C:10]([O:12][CH:34]([C:31]1[CH:32]=[CH:33][C:28]([Cl:27])=[CH:29][CH:30]=1)[C:36]1[CH:37]=[CH:38][C:39]([Cl:42])=[CH:40][CH:41]=1)=[O:11])[CH2:3]2 |f:0.1|. Procedure: Quinuclidine-3-carboxylic acid hydrochloride (150 mg, 0.78 mmol), EDC (225 mg, 1.17 mmol) and HOBT (180 mg, 1.17 mmol) were dissolved in dry THF (7.5 ml). Bis(4-chlorophenyl)methanol (218 mg, 0.86 mmol) was added followed by TEA (382 μl, 2.74 mmol). The resulting reaction was stirred at room temperature overnight. THF was removed under vacuum, and the crude was partitioned between EtOAc and water. The organic phase was washed with sat. NaHCO3, dried over sodium sulphate, filtered, and evaporated... The product is Cl.CC1=CN=CC2=CC=CC(=C12)N[C@@H]1CC[C@H](CC1)NCCO (Trans-N-(4-methyl-5-isoquinolyl)-N′-(2-hydroxyethyl)-1,4-cyclohexanediamine hydrochloride). RXN SMILES: Br[CH2:2][CH2:3][O:4]C1CCCCO1.[ClH:11].[CH3:12][C:13]1[C:22]2[C:17](=[CH:18][CH:19]=[CH:20][C:21]=2[NH:23][C@H:24]2[CH2:29][CH2:28][C@H:27]([NH2:30])[CH2:26][CH2:25]2)[CH:16]=[N:15][CH:14]=1>>[ClH:11].[CH3:12][C:13]1[C:22]2[C:17](=[CH:18][CH:19]=[CH:20][C:21]=2[NH:23][C@H:24]2[CH2:29][CH2:28][C@H:27]([NH:30][CH2:2][CH2:3][OH:4])[CH2:26][CH2:25]2)[CH:16]=[N:15][CH:14]=1 |f:1.2,3.4|. Reported procedure: According to the method of Example 144, an alkylation reaction with 2-(2-bromoethoxy)tetrahydro-2H-pyran and a deprotection reaction were performed by using the compound of Example 121 to obtain the title compound. The reactants are BrCCOC1OCCCC1 (2-(2-bromoethoxy)tetrahydro-2H-pyran), Cl.CC1=CN=CC2=CC=CC(=C12)N[C@@H]1CC[C@H](CC1)N (trans-N-(4-methyl-5-isoquinolyl)-1,4-cyclohexanediamine hydrochloride). The reactants are [BH4-], CO, CN(C)C=O, COc1cc(-c2csc3c(C=CCO)cnc(N)c23)ccc1NC(=O)c1cc2ccccc2n1C, [Na+], [Na+], [Na+], O=C([O-])[O-]. Yields the product COc1cc(-c2csc3c(CCCO)cnc(N)c23)ccc1NC(=O)c1cc2ccccc2n1C. RXN SMILES: [BH4-:38].[CH3:36][OH:37].[CH3:46][N:47]([CH3:48])[CH:49]=[O:50].[NH2:1][c:2]1[n:3][cH:4][c:5]([CH:32]=[CH:33][CH2:34][OH:35])[c:6]2[c:7]1[c:8](-[c:11]1[cH:12][c:13]([O:30][CH3:31])[c:14]([NH:17][C:18](=[O:19])[c:20]3[n:21]([CH3:29])[c:22]4[cH:23][cH:24][cH:25][cH:26][c:27]4[cH:28]3)[cH:15][cH:16]1)[cH:9][s:10]2.[Na+:39].[Na+:40].[Na+:41].[O-:42][C:43](=[O:44])[O-:45]>>[NH2:1][c:2]1[n:3][cH:4][c:5]([CH2:32][CH2:33][CH2:34][OH:35])[c:6]2[c:7]1[c:8](-[c:11]1[cH:12][c:13]([O:30][CH3:31])[c:14]([NH:17][C:18](=[O:19])[c:20]3[n:21]([CH3:29])[c:22]4[cH:23][cH:24][cH:25][cH:26][c:27]4[cH:28]3)[cH:15][cH:16]1)[cH:9][s:10]2. Procedure details: Prepared analogously to Example 3 from 1-ethoxycarbonylmethyl-2-[(4-amidinophenyl)-oxymethyl]-6-[N-(2-dimethylaminoethyl)-methanesulphonylamino]-benzimidazole and sodium hydroxide solution. Starting materials: C(C)OC(=O)CN1C(=NC2=C1C=C(C=C2)N(CCN(C)C)S(=O)(=O)C)COC2=CC=C(C=C2)C(N)=N (1-ethoxycarbonylmethyl-2-[(4-amidinophenyl)-oxymethyl]-6-[N-(2-dimethylaminoethyl)-methanesulphonylamino]-benzimidazole), [OH-].[Na+] (sodium hydroxide). As a reaction SMILES: C([O:3][C:4]([CH2:6][N:7]1[C:11]2[CH:12]=[C:13]([N:16]([S:22]([CH3:25])(=[O:24])=[O:23])[CH2:17][CH2:18][N:19]([CH3:21])[CH3:20])[CH:14]=[CH:15][C:10]=2[N:9]=[C:8]1[CH2:26][O:27][C:28]1[CH:33]=[CH:32][C:31]([C:34](=[NH:36])[NH2:35])=[CH:30][CH:29]=1)=[O:5])C.[OH-].[Na+]>>[OH:5][C:4]([CH2:6][N:7]1[C:11]2[CH:12]=[C:13]([N:16]([S:22]([CH3:25])(=[O:23])=[O:24])[CH2:17][CH2:18][N:19]([CH3:21])[CH3:20])[CH:14]=[CH:15][C:10]=2[N:9]=[C:8]1[CH2:26][O:27][C:28]1[CH:29]=[CH:30][C:31]([C:34](=[NH:35])[NH2:36])=[CH:32][CH:33]=1)=[O:3] |f:1.2|. Yields the product OC(=O)CN1C(=NC2=C1C=C(C=C2)N(CCN(C)C)S(=O)(=O)C)COC2=CC=C(C=C2)C(N)=N (1-hydroxycarbonylmethyl-2-[(4-amidinophenyl)-oxymethyl]-6-[N-(2-dimethylaminoethyl)-methanesulphonylamino]-benzimidazole). Reactants: C1CCOC1, CCOC(C)=O, COC(=O)c1ccc(-c2ccc(CC3CCN(C4CCCCC4)C3=O)c(OC(F)(F)F)c2)cc1, [Li+], [OH-], O, O. Yields the product O=C(O)c1ccc(-c2ccc(CC3CCN(C4CCCCC4)C3=O)c(OC(F)(F)F)c2)cc1. Reaction SMILES: [CH2:35]1[O:36][CH2:37][CH2:38][CH2:39]1.[CH3:44][CH2:45][O:46][C:47](=[O:48])[CH3:49].[CH:1]1([N:7]2[C:8](=[O:34])[CH:9]([CH2:12][c:13]3[c:14]([O:29][C:30]([F:31])([F:32])[F:33])[cH:15][c:16](-[c:19]4[cH:20][cH:21][c:22]([C:25](=[O:26])[O:27][CH3:28])[cH:23][cH:24]4)[cH:17][cH:18]3)[CH2:10][CH2:11]2)[CH2:2][CH2:3][CH2:4][CH2:5][CH2:6]1.[Li+:43].[OH-:42].[OH2:40].[OH2:41]>>[CH:1]1([N:7]2[C:8](=[O:34])[CH:9]([CH2:12][c:13]3[c:14]([O:29][C:30]([F:31])([F:32])[F:33])[cH:15][c:16](-[c:19]4[cH:20][cH:21][c:22]([C:25](=[O:26])[OH:27])[cH:23][cH:24]4)[cH:17][cH:18]3)[CH2:10][CH2:11]2)[CH2:2][CH2:3][CH2:4][CH2:5][CH2:6]1.